From a dataset of the Open Reaction Database (ORD), a public repository of structured organic reaction records. describe an organic reaction: reactants, conditions, products, and yield The reactants are [I-].COC1=C2C=3[N+](=C4C=CC=CC4=CC3N(C2=CC=C1)C(C)=O)C (6-Methoxy-5-methyl-10-acetylquindolinium Iodide), C(=O)([O-])[O-].[Na+].[Na+] (Na2CO3). Run in C(C)O (ethanol). Product: COC=1C2=C3N(C=4C=CC=CC4C=C3N=C2C=CC1)C (6-Methoxy-5-methylquindoline). RXN SMILES: [I-].[CH3:2][O:3][C:4]1[CH:20]=[CH:19][CH:18]=[C:17]2[C:5]=1[C:6]1[N+:7]([CH3:24])=[C:8]3[C:13](=[CH:14][C:15]=1[N:16]2C(=O)C)[CH:12]=[CH:11][CH:10]=[CH:9]3.C([O-])([O-])=O.[Na+].[Na+]>C(O)C>[CH3:2][O:3][C:4]1[C:5]2[C:17]([CH:18]=[CH:19][CH:20]=1)=[N:16][C:15]1[C:6]=2[N:7]([CH3:24])[C:8]2[CH:9]=[CH:10][CH:11]=[CH:12][C:13]=2[CH:14]=1 |f:0.1,2.3.4|. Reported procedure: A solution of 6-methoxy-5-methyl-10-acetylquindolinium iodide obtained in Example 37 dissolved in approximately 50 mL of ethanol-free chloroform was adsorbed onto anhydrous Na2CO3 (1 g/100 mg iodide salt) and applied to a column filled with basic alumina. The mixture was eluted with CHCl3 until the UV active impurities eluted. Elution with CHCl3 -MeOH (97:3) provided the title compound as a purple solid; 1H NMR (CDCl3) δ 8.74 (s, 1H), 8.22 (d, J=8.4, 1H), 7.85 (d, J=8.4, 1H), 7.73 (d, J=8.4, 1H)... The reactants are C(C)(=O)O (acetic acid), S(O)(O)=O (sulfurous acid), CuCl2, ClC1=CC(=C(C=C1)N)[N+](=O)[O-] (4-Chloro-2-nitro-phenylamine), Cl (hydrochloric acid), N(=O)[O-].[Na+] (NaNO2). Reagents/catalysts: Cl[Cu] (CuCl). The solvent is C(=O)(C(F)(F)F)O (TFA), O (water), O (water). Conditions: temperature -5 celsius, time 5 minute. The product is ClC1=CC(=C(C=C1)S(=O)(=O)Cl)[N+](=O)[O-] (4-Chloro-2-nitro-benzenesulfonyl chloride). As a reaction SMILES: [Cl:1][C:2]1[CH:7]=[CH:6][C:5](N)=[C:4]([N+:9]([O-:11])=[O:10])[CH:3]=1.N([O-])=O.[Na+].C(O)(=O)C.[S:20](=[O:23])(O)[OH:21].[ClH:24]>C(O)(C(F)(F)F)=O.O.Cl[Cu]>[Cl:1][C:2]1[CH:7]=[CH:6][C:5]([S:20]([Cl:24])(=[O:23])=[O:21])=[C:4]([N+:9]([O-:11])=[O:10])[CH:3]=1 |f:1.2|. Procedure: The mixture of 4-Chloro-2-nitro-phenylamine (2.0 g, 11.6 mmol) (Aldrich) in TFA (30 mL) and conc. hydrochloric acid (3 mL) was cooled to −5° C., then a solution of NaNO2 in water (5 mL) was dropped into at such a rate that the temperature did not above 5° C. When the addition was complete, the mixture was stirred at 0° C. for additional 5 min, then poured into a mixture of acetic acid (40 mL), sulfurous acid (40 mL), CuCl2 (824 mg, 6.1 mmol) and CuCl (50 mg, 0.5 mmol), which was cooled to 0° C. ...